The task is: describe an organic reaction: reactants, conditions, products, and yield. This data is from the Open Reaction Database (ORD), a public repository of structured organic reaction records. Starting materials: CCO, ClCc1ccccc1, [Na+], [OH-], Oc1nc(S)nn1-c1ccccc1. Product: Oc1nc(SCc2ccccc2)nn1-c1ccccc1. Reaction SMILES: [CH3:24][CH2:25][OH:26].[Cl:16][CH2:17][c:18]1[cH:19][cH:20][cH:21][cH:22][cH:23]1.[Na+:15].[OH-:14].[OH:1][c:2]1[n:3][c:4]([SH:13])[n:5][n:6]1-[c:7]1[cH:8][cH:9][cH:10][cH:11][cH:12]1>>[OH:1][c:2]1[n:3][c:4]([S:13][CH2:17][c:18]2[cH:19][cH:20][cH:21][cH:22][cH:23]2)[n:5][n:6]1-[c:7]1[cH:8][cH:9][cH:10][cH:11][cH:12]1. The reactants are CO, Clc1ccc(Cl)nn1, [Na]. Yields the product COc1ccc(Cl)nn1. As a reaction SMILES: [CH3:10][OH:11].[Cl:2][c:3]1[n:4][n:5][c:6]([Cl:9])[cH:7][cH:8]1.[Na:1]>>[Cl:2][c:3]1[n:4][n:5][c:6]([O:11][CH3:10])[cH:7][cH:8]1. The reactants are C1CCOC1, CN1CCNCC1, O=[N+]([O-])c1cc(C(F)(F)F)ccc1F, [Na+], O=C([O-])O. The product is CN1CCN(c2ccc(C(F)(F)F)cc2[N+](=O)[O-])CC1. RXN SMILES: [CH2:27]1[O:28][CH2:29][CH2:30][CH2:31]1.[CH3:15][N:16]1[CH2:17][CH2:18][NH:19][CH2:20][CH2:21]1.[F:1][c:2]1[c:3]([N+:12](=[O:13])[O-:14])[cH:4][c:5]([C:8]([F:9])([F:10])[F:11])[cH:6][cH:7]1.[Na+:26].[O-:22][C:23]([OH:24])=[O:25]>>[c:2]1([N:19]2[CH2:18][CH2:17][N:16]([CH3:15])[CH2:21][CH2:20]2)[c:3]([N+:12](=[O:13])[O-:14])[cH:4][c:5]([C:8]([F:9])([F:10])[F:11])[cH:6][cH:7]1. Reactants: FC(C(=O)[O-])(F)F.ClC1=CC(=C(N=N1)CC=1C=CC(=C(C(=O)N2CC[NH2+]CCC2)C1)F)CC (4-{5-[(6-chloro-4-ethylpyridazin-3-yl)methyl]-2-fluorobenzoyl}-1,4-diazepan-1-ium Trifluoroacetate), CC(=O)[O-].[Na+] (NaOAc). Run in CC(=O)O (AcOH). Product: FC(C(=O)[O-])(F)F.C(C)C=1C(=NNC(C1)=O)CC=1C=CC(=C(C(=O)N2CC[NH2+]CCC2)C1)F (4-{5-[(4-ethyl-6-oxo-1,6-dihydropyridazin-3-yl)methyl]-2-fluorobenzoyl}-1,4-diazepan-1-ium Trifluoroacetate). As a reaction SMILES: [F:1][C:2]([F:7])([F:6])[C:3]([O-:5])=[O:4].Cl[C:9]1[N:14]=[N:13][C:12]([CH2:15][C:16]2[CH:17]=[CH:18][C:19]([F:31])=[C:20]([CH:30]=2)[C:21]([N:23]2[CH2:29][CH2:28][CH2:27][NH2+:26][CH2:25][CH2:24]2)=[O:22])=[C:11]([CH2:32][CH3:33])[CH:10]=1.CC([O-])=[O:36].[Na+]>CC(O)=O>[F:1][C:2]([F:7])([F:6])[C:3]([O-:5])=[O:4].[CH2:32]([C:11]1[C:12]([CH2:15][C:16]2[CH:17]=[CH:18][C:19]([F:31])=[C:20]([CH:30]=2)[C:21]([N:23]2[CH2:29][CH2:28][CH2:27][NH2+:26][CH2:25][CH2:24]2)=[O:22])=[N:13][NH:14][C:9](=[O:36])[CH:10]=1)[CH3:33] |f:0.1,2.3,5.6|. Reported procedure: A mixture of B2, NaOAc (2 eq) and AcOH (0.16 M) was heated at reflux for 4 h. The reaction mixture was cooled down to RT and concentrated under reduced pressure. The crude was purified by preparative RP-HPLC, using H2O (0.1% TFA) and MeCN (0.1% TFA) as eluents (column: Water X-Terra C18). The pooled product fractions were lyophilized to give the title compound. 1H NMR (600 MHz, DMSO-d6) δ: 12.80 (1H, m), 8.84 (2H, s), 7.38-7.28 (3H, m), 6.66 (1H, s), 4.01 (2H, s), 3.85-3.7 (2H, m), 3.55 (1H, m),... The reactants are BrC=1C=C(C=CC1)C1(S(N=C(OC1(C)C)N[C@@H](CCO[Si](C)(C)C(C)(C)C)C1=C(C=CC=C1)F)(=O)=O)C ([5-(3-bromophenyl)-5,6,6-trimethyl-4,4-dioxo-5,6-dihydro-4H-4lambda6-1,4,3-oxathiazin-2-yl]-[(S)-3-(tert-butyldimethylsilanyloxy)-1-(2-fluorophenyl)propyl]amine), N1=CN=CC(=C1)B(O)O (pyrimidine-5-boronic acid), C([O-])([O-])=O.[Cs+].[Cs+] (cesium carbonate). The solvent is O1CCOCC1 (dioxane), O (water). Run at temperature 80 celsius, time 4 hour. The product is FC1=C(C=CC=C1)[C@H](CCO)NC=1OC(C(S(N1)(=O)=O)(C1=CC(=CC=C1)C=1C=NC=NC1)C)(C)C ((S)-3-(2-Fluorophenyl)-3-[5,6,6-trimethyl-4,4-dioxo-5-(3-pyrimidin-5-ylphenyl)-5,6-dihydro-4H-4lambda6-[1,4,3]oxathiazin-2-ylamino]propan-1-ol). The yield is 34.5%. RXN SMILES: Br[C:2]1[CH:3]=[C:4]([C:8]2([CH3:37])[C:13]([CH3:15])([CH3:14])[O:12][C:11]([NH:16][C@H:17]([C:28]3[CH:33]=[CH:32][CH:31]=[CH:30][C:29]=3[F:34])[CH2:18][CH2:19][O:20][Si](C(C)(C)C)(C)C)=[N:10][S:9]2(=[O:36])=[O:35])[CH:5]=[CH:6][CH:7]=1.[N:38]1[CH:43]=[C:42](B(O)O)[CH:41]=[N:40][CH:39]=1.C(=O)([O-])[O-].[Cs+].[Cs+]>O1CCOCC1.O>[F:34][C:29]1[CH:30]=[CH:31][CH:32]=[CH:33][C:28]=1[C@@H:17]([NH:16][C:11]1[O:12][C:13]([CH3:14])([CH3:15])[C:8]([CH3:37])([C:4]2[CH:5]=[CH:6][CH:7]=[C:2]([C:42]3[CH:43]=[N:38][CH:39]=[N:40][CH:41]=3)[CH:3]=2)[S:9](=[O:36])(=[O:35])[N:10]=1)[CH2:18][CH2:19][OH:20] |f:2.3.4|. Reported procedure: Under inert gas, 45 mg of [5-(3-bromophenyl)-5,6,6-trimethyl-4,4-dioxo-5,6-dihydro-4H-4lambda6-1,4,3-oxathiazin-2-yl]-[(S)-3-(tert-butyldimethylsilanyloxy)-1-(2-fluorophenyl)propyl]amine, 11 mg of pyrimidine-5-boronic acid and 96 mg of cesium carbonate were dissolved in a mixture of 1 ml of dioxane and 0.4 ml of water. After purging with argon for 10 minutes, 6 mg of dichloro[1,1′-bis(diphenylphosphino)ferrocene]palladium were added and the reaction mixture was stirred at 80° C. for 4 hours. The... The reactants are CCN(c1cc(Br)c(F)c(C(=O)NCc2c(C)cc(C)[nH]c2=O)c1C)C1CCOCC1, O=C([O-])[O-], C1COCCO1, CC1(C)OB(c2ccc(CN3CCOCC3)cc2)OC1(C)C, [Na+], [Na+], O, [Pd], c1ccc(P(c2ccccc2)c2ccccc2)cc1. The product is CCN(c1cc(-c2ccc(CN3CCOCC3)cc2)c(F)c(C(=O)NCc2c(C)cc(C)[nH]c2=O)c1C)C1CCOCC1. Reaction SMILES: [Br:1][c:2]1[c:3]([F:31])[c:4]([C:5](=[O:6])[NH:7][CH2:8][c:9]2[c:10](=[O:17])[nH:11][c:12]([CH3:16])[cH:13][c:14]2[CH3:15])[c:18]([CH3:30])[c:19]([N:21]([CH:22]2[CH2:23][CH2:24][O:25][CH2:26][CH2:27]2)[CH2:28][CH3:29])[cH:20]1.[C:54](=[O:55])([O-:56])[O-:57].[CH2:60]1[O:61][CH2:62][CH2:63][O:64][CH2:65]1.[CH3:32][C:33]1([CH3:34])[C:35]([CH3:36])([CH3:37])[O:38][B:39]([c:40]2[cH:41][cH:42][c:43]([CH2:44][N:45]3[CH2:46][CH2:47][O:48][CH2:49][CH2:50]3)[cH:51][cH:52]2)[O:53]1.[Na+:58].[Na+:59].[OH2:66].[Pd:86].[c:67]1([P:68]([c:69]2[cH:70][cH:71][cH:72][cH:73][cH:74]2)[c:75]2[cH:76][cH:77][cH:78][cH:79][cH:80]2)[cH:81][cH:82][cH:83][cH:84][cH:85]1>>[c:2]1(-[c:40]2[cH:41][cH:42][c:43]([CH2:44][N:45]3[CH2:46][CH2:47][O:48][CH2:49][CH2:50]3)[cH:51][cH:52]2)[c:3]([F:31])[c:4]([C:5](=[O:6])[NH:7][CH2:8][c:9]2[c:10](=[O:17])[nH:11][c:12]([CH3:16])[cH:13][c:14]2[CH3:15])[c:18]([CH3:30])[c:19]([N:21]([CH:22]2[CH2:23][CH2:24][O:25][CH2:26][CH2:27]2)[CH2:28][CH3:29])[cH:20]1. Starting materials: C(C=C)OC(=O)C1=C(C=CC2=C1C(=C(O2)C)C(=O)O)O (4-allyloxycarbonyl-5-hydroxy-2-methylbenzofuran-3-carboxylic acid), O (water), CN(C=O)C (N,N-dimethylformamide), COC1=CC(=NC(=C1)OC)S(=O)(=O)C (4,6-dimethoxy-2-methylsulfonylpyridine), C([O-])([O-])=O.[K+].[K+] (potassium carbonate). Conditions: temperature 70 celsius, time 2 hour. The product is C(C=C)OC(=O)C1=C(C=CC2=C1C(=C(O2)C)C(=O)O)OC2=NC(=CC(=N2)OC)OC (4-Allyloxycarbonyl-5-(4,6-dimethoxypyrimidin-2-yl)oxy-2-methylbenzofuran-3-carboxylic Acid). The yield is 98.0%. As a reaction SMILES: [CH2:1]([O:4][C:5]([C:7]1[C:12]2[C:13]([C:17]([OH:19])=[O:18])=[C:14]([CH3:16])[O:15][C:11]=2[CH:10]=[CH:9][C:8]=1[OH:20])=[O:6])[CH:2]=[CH2:3].[CH3:21][O:22][C:23]1[CH:28]=[C:27]([O:29][CH3:30])[N:26]=[C:25](S(C)(=O)=O)C=1.C(=O)([O-])[O-].[K+].[K+].O.C[N:43](C)C=O>>[CH2:1]([O:4][C:5]([C:7]1[C:12]2[C:13]([C:17]([OH:19])=[O:18])=[C:14]([CH3:16])[O:15][C:11]=2[CH:10]=[CH:9][C:8]=1[O:20][C:25]1[N:43]=[C:23]([O:22][CH3:21])[CH:28]=[C:27]([O:29][CH3:30])[N:26]=1)=[O:6])[CH:2]=[CH2:3] |f:2.3.4|. Procedure: A mixture comprising 54.2 g of 4-allyloxycarbonyl-5-hydroxy-2-methylbenzofuran-3-carboxylic acid, 47 g of 4,6-dimethoxy-2-methylsulfonylpyridine and 65 g of potassium carbonate in 200 ml of N,N-dimethylformamide, was heated and stirred at 70° C. for two hours. The mixture was returned to room temperature, and then the reaction solution was poured into water and extracted with ethyl acetate. The organic layer was washed with water and then dried over anhydrous magnesium sulfate. Crystals obtained...